Task: describe an organic reaction: reactants, conditions, products, and yield. Dataset: the Open Reaction Database (ORD), a public repository of structured organic reaction records The reactants are ClC=1C=C(C=CC1C(C1=C(C=CC=C1)C)=O)NC1=C(C=CC=C1)NC(OCOC(CCC(=O)OCC1=CC=CC=C1)=O)=O (1-(3-(Benzyloxycarbonyl)propanoyloxy)methyl N-[2-[3-chloro-4-(2-methylbenzoyl)-phenylamino]phenyl]carbamate), ClC=1C=C(C=CC1C(C1=C(C=CC=C1)C)=O)NC1=C(C=CC=C1)NC(OCOC(CCC(=O)OCC1=CC=CC=C1)=O)=O (1-(3-(Benzyloxycarbonyl)propanoyloxy)methyl N-[2-[3-chloro-4-(2-methylbenzoyl)-phenylamino]phenyl]carbamate). Run in [Pd] (Pd on carbon). The product is ClC=1C=C(C=CC1C(C1=C(C=CC=C1)C)=O)NC1=C(C=CC=C1)NC(OCOC(CCC(=O)O)=O)=O (1-(3-Carboxypropanoyloxy)methyl N-[2-[3-chloro-4-(2-methylbenzoyl)-phenylamino]phenyl]carbamate). Reaction SMILES: [Cl:1][C:2]1[CH:3]=[C:4]([NH:17][C:18]2[CH:23]=[CH:22][CH:21]=[CH:20][C:19]=2[NH:24][C:25](=[O:43])[O:26][CH2:27][O:28][C:29](=[O:42])[CH2:30][CH2:31][C:32]([O:34]CC2C=CC=CC=2)=[O:33])[CH:5]=[CH:6][C:7]=1[C:8](=[O:16])[C:9]1[CH:14]=[CH:13][CH:12]=[CH:11][C:10]=1[CH3:15]>[Pd]>[Cl:1][C:2]1[CH:3]=[C:4]([NH:17][C:18]2[CH:23]=[CH:22][CH:21]=[CH:20][C:19]=2[NH:24][C:25](=[O:43])[O:26][CH2:27][O:28][C:29](=[O:42])[CH2:30][CH2:31][C:32]([OH:34])=[O:33])[CH:5]=[CH:6][C:7]=1[C:8](=[O:16])[C:9]1[CH:14]=[CH:13][CH:12]=[CH:11][C:10]=1[CH3:15]. Procedure: 1-(3-(Benzyloxycarbonyl)propanoyloxy)methyl N-[2-[3-chloro-4-(2-methylbenzoyl)-phenylamino]phenyl]carbamate (Compound 204) (2.2 g, 3.6 mmol) was dissolved in EtOAcetate (500 ml), 10% Pd on carbon (750 mg) was added, and the reaction mixture was hydrogenated (1 atm) under vigorously shaken until no more starting material remained, as seen on TLC. The reaction mixture was purified by chromatography using a mixture of methanol/chloroform 1:9 to give the title compound. The reactants are COc1cc2c(cc1CNC1CCCN(C(=S)NCCNC(=O)OC(C)(C)C)C1c1ccccc1)N(C)C(=O)CC2, ClCCl, O=C(O)C(F)(F)F. The product is COc1cc2c(cc1CNC1CCCN(C(=S)NCCN)C1c1ccccc1)N(C)C(=O)CC2. RXN SMILES: [C:1]([O:2][C:3](=[O:4])[NH:7][CH2:8][CH2:9][NH:10][C:11](=[S:12])[N:13]1[CH:14]([c:35]2[cH:36][cH:37][cH:38][cH:39][cH:40]2)[CH:15]([NH:19][CH2:20][c:21]2[c:22]([O:33][CH3:34])[cH:23][c:24]3[c:29]([cH:30]2)[N:28]([CH3:31])[C:27](=[O:32])[CH2:26][CH2:25]3)[CH2:16][CH2:17][CH2:18]1)([CH3:5])([CH3:6])[CH3:41].[CH2:42]([Cl:43])[Cl:44].[OH:45][C:46]([C:47]([F:48])([F:49])[F:50])=[O:51]>>[NH2:7][CH2:8][CH2:9][NH:10][C:11](=[S:12])[N:13]1[CH:14]([c:35]2[cH:36][cH:37][cH:38][cH:39][cH:40]2)[CH:15]([NH:19][CH2:20][c:21]2[c:22]([O:33][CH3:34])[cH:23][c:24]3[c:29]([cH:30]2)[N:28]([CH3:31])[C:27](=[O:32])[CH2:26][CH2:25]3)[CH2:16][CH2:17][CH2:18]1. The reactants are CSC1=NC=C(C=N1)C(C)=O (1-(2-Methylsulfanylpyrimidin-5-yl)ethanone), CON=C1CCC2=CC(=CC=C12)C=O (1-Methoxyiminoindan-5-carbaldehyde). The product is CON=C1CCC2=CC(=CC=C12)\C=C\C(=O)C=1C=NC(=NC1)SC (5-[(E)-3-(2-Methylsulfanylpyrimidin-5-yl)-3-oxopropenyl]indan-1-one O-methyloxime). Yield: 28.0%. RXN SMILES: [CH3:1][S:2][C:3]1[N:8]=[CH:7][C:6]([C:9](=[O:11])[CH3:10])=[CH:5][N:4]=1.[CH3:12][O:13][N:14]=[C:15]1[C:23]2[C:18](=[CH:19][C:20]([CH:24]=O)=[CH:21][CH:22]=2)[CH2:17][CH2:16]1>>[CH3:12][O:13][N:14]=[C:15]1[C:23]2[C:18](=[CH:19][C:20](/[CH:24]=[CH:10]/[C:9]([C:6]3[CH:7]=[N:8][C:3]([S:2][CH3:1])=[N:4][CH:5]=3)=[O:11])=[CH:21][CH:22]=2)[CH2:17][CH2:16]1. Procedure: The title compound (2.6 g, 28%) was prepared from the product of Step 1 and the product of Example 1 Step 2 using the method of Example 2 Step 1; MS(ES+) m/e 340 [M+H]+. Reactants: Cl.C(C)(C)(C)OC([C@@H](N)C(C)C)=O (L-valine-tert-butyl ester hydrochloride), CN1CCOCC1 (N-methylmorpholine), BrC1=CC=C(C=C1)C1=CC=C(C=C1)S(=O)(=O)Cl (4'-bromobiphenyl-4-sulfonyl chloride). The solvent is ClCCl (dichloromethane). Conditions: time 16 hour. The product is C(C)(C)(C)OC([C@H](C(C)C)NS(=O)(=O)C1=CC=C(C=C1)C1=CC=C(C=C1)Br)=O ((S)-2-(4'-Bromo-biphenyl-4-sulfonylamino)-3-methyl-butyric Acid Tert-butyl Ester). Isolated yield 60.3%. RXN SMILES: Cl.[C:2]([O:6][C:7](=[O:13])[C@H:8]([CH:10]([CH3:12])[CH3:11])[NH2:9])([CH3:5])([CH3:4])[CH3:3].CN1CCOCC1.[Br:21][C:22]1[CH:27]=[CH:26][C:25]([C:28]2[CH:33]=[CH:32][C:31]([S:34](Cl)(=[O:36])=[O:35])=[CH:30][CH:29]=2)=[CH:24][CH:23]=1>ClCCl>[C:2]([O:6][C:7](=[O:13])[C@@H:8]([NH:9][S:34]([C:31]1[CH:30]=[CH:29][C:28]([C:25]2[CH:26]=[CH:27][C:22]([Br:21])=[CH:23][CH:24]=2)=[CH:33][CH:32]=1)(=[O:35])=[O:36])[CH:10]([CH3:11])[CH3:12])([CH3:5])([CH3:4])[CH3:3] |f:0.1|. Procedure details: To a solution of L-valine-tert-butyl ester hydrochloride (15.7 g, 0.075 mol) and N-methylmorpholine (15.2 g, 0.15 mol) in dichloromethane (250 mL) was added in one portion 4'-bromobiphenyl-4-sulfonyl chloride (25 g, 0.075 mol). The solution was stirred at room temperature for 16 hours, filtered, and the filtrate was concentrated in vacuo. The residue was diluted with ethyl acetate (250 mL) and washed with HCl (1N), saturated sodium chloride, and dried over magnesium sulfate. The drying agent was... The reactants are N1(CCCC1)C(=O)C1NCC(CC1)(C)C (2-(pyrrolidin-1-yl)carbonyl-5,5-dimethyl piperidine), [H-].[H-].[H-].[H-].[Li+].[Al+3] (LiAlH4). Run in C1CCOC1 (THF). Yields the product N1(CCCC1)CC1NCC(CC1)(C)C (2-(pyrrolidin-1-yl)methyl-5,5-dimethyl piperidine). Yield: 81.2%. As a reaction SMILES: [N:1]1([C:6]([CH:8]2[CH2:13][CH2:12][C:11]([CH3:15])([CH3:14])[CH2:10][NH:9]2)=O)[CH2:5][CH2:4][CH2:3][CH2:2]1.[H-].[H-].[H-].[H-].[Li+].[Al+3]>C1COCC1>[N:1]1([CH2:6][CH:8]2[CH2:13][CH2:12][C:11]([CH3:15])([CH3:14])[CH2:10][NH:9]2)[CH2:2][CH2:3][CH2:4][CH2:5]1 |f:1.2.3.4.5.6|. Reported procedure: By reducing 3.3 g (15.69 mmoles) of 2-(pyrrolidin-1-yl)carbonyl-5,5-dimethyl piperidine with 0.89 g (23.5 mmoles) of LiAlH4 in 80 ml of dry THF, using an alkaline work-up, 2.5 g of the title compound were obtained. The compound was sufficiently pure for the following step. Starting materials: OCC=1C=C(C(=O)OC)C=C(C1)N1C=CC=C1 (methyl 3-hydroxymethyl-5-(pyrrol-1-yl)benzoate). Reagents/catalysts: [O-2].[O-2].[Mn+4] (manganese dioxide). Solvent: ClCCl (dichloromethane). Run at time 22 hour. Yields the product C(=O)C=1C=C(C(=O)OC)C=C(C1)N1C=CC=C1 (methyl 3-formyl-5-(pyrrol-1-yl)benzoate). Yield: 88.8%. RXN SMILES: [OH:1][CH2:2][C:3]1[CH:4]=[C:5]([CH:10]=[C:11]([N:13]2[CH:17]=[CH:16][CH:15]=[CH:14]2)[CH:12]=1)[C:6]([O:8][CH3:9])=[O:7]>ClCCl.[O-2].[O-2].[Mn+4]>[CH:2]([C:3]1[CH:4]=[C:5]([CH:10]=[C:11]([N:13]2[CH:17]=[CH:16][CH:15]=[CH:14]2)[CH:12]=1)[C:6]([O:8][CH3:9])=[O:7])=[O:1] |f:2.3.4|. Reported procedure: A mixture of methyl 3-hydroxymethyl-5-(pyrrol-1-yl)benzoate (20.0 g) and manganese dioxide (100.0 g) in dichloromethane (0.5 l) was stirred for 22 hours at room temperature. The manganese dioxide was filtered off and the filtrate was evaporated in vacuo. The residue was pulverized from diisopropyl ether and petroleum ether to give methyl 3-formyl-5-(pyrrol-1-yl)benzoate (17.6 g). Reactants: BrC1=CSC2=C(N=CC=C21)N (3-bromothieno[2,3-c]pyridin-7-amine), N(=O)[O-].[Na+] (sodium nitrite), F.N1=CC=CC=C1 (pyridine hydrofluoride), C([O-])(O)=O.[Na+] (sodium bicarbonate). Conditions: time 18 hour. The product is BrC1=CSC2=C(N=CC=C21)F (3-bromo-7-fluorothieno[2,3-c]pyridine). Yield: 59.0%. Reaction SMILES: [Br:1][C:2]1[C:10]2[C:5](=[C:6](N)[N:7]=[CH:8][CH:9]=2)[S:4][CH:3]=1.N([O-])=O.[Na+].C(=O)(O)[O-].[Na+].[FH:21].N1C=CC=CC=1>>[Br:1][C:2]1[C:10]2[C:5](=[C:6]([F:21])[N:7]=[CH:8][CH:9]=2)[S:4][CH:3]=1 |f:1.2,3.4,5.6|. Procedure: To a solution of 3-bromothieno[2,3-c]pyridin-7-amine (51 mg, 0.22 mmol) in pyridine hydrofluoride (1.2 mL) was added sodium nitrite (23.1 mg, 0.334 mmol). The reaction stirred at room temperature for 18 h. The reaction was then neutralized by addition of saturated aqueous sodium bicarbonate (40 mL). The mixture was extracted with ethyl acetate (2×10 mL). The combined organic fractions were washed with brine (1×20 mL), dried over sodium sulfate, filtered, and concentrated to afford 33 mg (59%) of... The reactants are O=C([O-])[O-], CCI, CCC(C)=O, [K+], [K+], C1CCOC1, O=C(O)c1ccc(I)c(O)c1. Yields the product CCOc1cc(C(=O)O)ccc1I. RXN SMILES: [C:12](=[O:13])([O-:14])[O-:15].[CH2:18]([CH3:19])[I:20].[CH3:26][C:27](=[O:28])[CH2:29][CH3:30].[K+:16].[K+:17].[O:21]1[CH2:22][CH2:23][CH2:24][CH2:25]1.[OH:1][c:2]1[cH:3][c:4]([C:5](=[O:6])[OH:7])[cH:8][cH:9][c:10]1[I:11]>>[O:1]([c:2]1[cH:3][c:4]([C:5](=[O:6])[OH:7])[cH:8][cH:9][c:10]1[I:11])[CH2:18][CH3:19]. Reactants: [N+](=O)([O-])C1=C(C2=CC=CC=C2C=C1)[N+](=O)[O-] (dinitro naphthalene), [N+](=O)([O-])C1=CC=CC2=CC=CC(=C12)[N+](=O)[O-] (1,8-dinitro naphthalene), 1,5- and 1,3-dinitro naphthalene, 1,3,8- , 1,4,5- , 1,3,5-trinitronaphthalene, 1,6- and 1,4-dinitro naphthalene, [N+](=O)([O-])C1=CC=CC2=CC=CC=C12 (α-nitro-naphthalene), [H][H] (hydrogen). The reagents and catalysts are [Pt] (platinum on activated charcoal). Run in C1(=CC=CC=C1)C (toluene). Conditions: time 10 hour. The product is NC1=CC=CC2=CC=CC(=C12)N (1,8-diamino naphthalene). Yield: 86.0%. RXN SMILES: [N+](C1C=CC2C(=CC=CC=2)C=1[N+]([O-])=O)([O-])=O.[N+:17]([C:20]1[C:29]2[C:24](=[CH:25][CH:26]=[CH:27][C:28]=2[N+:30]([O-])=O)[CH:23]=[CH:22][CH:21]=1)([O-])=O.[N+](C1C2C(=CC=CC=2)C=CC=1)([O-])=O.[H][H]>C1(C)C=CC=CC=1.[Pt]>[NH2:17][C:20]1[C:29]2[C:24](=[CH:25][CH:26]=[CH:27][C:28]=2[NH2:30])[CH:23]=[CH:22][CH:21]=1. Reported procedure: 88 g of dinitro naphthalene with a content of 89.8% by weight of 1,8-dinitro naphthalene, 7.8% by weight of 1,5- and 1,3-dinitro naphthalene, less than 0.1% by weight each of 1,3,8- , 1,4,5- , 1,3,5-trinitronaphthalene, 1,7- , 1,6- and 1,4-dinitro naphthalene, α-nitro-naphthalene as well as less than 0.4% by weight of other unknown impurities, were hydrogenated, in a 0.7 liter stirrer autoclave, in 300 ml of toluene in the presence of 4 g of 1% by weight catalyst of platinum on activated charcoa... The reactants are N(=C=S)C1=C(C2=C(S1)CC(CC2)C)C(=O)OC (methyl 4,5,6,7-tetrahydro-2-isothiocyanato-6-methylbenzo[b]thiophene-3-carboxylate), CC1=CN=CN1CCCN (3-(5-methyl-1H-imidazol-1-yl)propan-1-amine). Product: CC1CC2=C(CC1)C1=C(NC(N(C1=O)CCCN1C=NC=C1C)=S)S2 (7-methyl-3-[3-(5-methyl-1H-imidazol-1-yl)propyl]-2-thioxo-2,3,5,6,7,8-hexahydro[1]benzothieno[2,3-d]pyrimidin-4(1H)-one). RXN SMILES: [N:1]([C:4]1[S:8][C:7]2[CH2:9][CH:10]([CH3:13])[CH2:11][CH2:12][C:6]=2[C:5]=1[C:14]([O:16]C)=O)=[C:2]=[S:3].[CH3:18][C:19]1[N:23]([CH2:24][CH2:25][CH2:26][NH2:27])[CH:22]=[N:21][CH:20]=1>>[CH3:13][CH:10]1[CH2:11][CH2:12][C:6]2[C:5]3[C:14](=[O:16])[N:27]([CH2:26][CH2:25][CH2:24][N:23]4[C:19]([CH3:18])=[CH:20][N:21]=[CH:22]4)[C:2](=[S:3])[NH:1][C:4]=3[S:8][C:7]=2[CH2:9]1. Procedure details: The compound was synthesized starting from methyl 4,5,6,7-tetrahydro-2-isothiocyanato-6-methylbenzo[b]thiophene-3-carboxylate (0.10 g, 0.37 mmol) and 3-(5-methyl-1H-imidazol-1-yl)propan-1-amine (5) (0.052 g, 0.37 mmol) as described above.